This data is from the Open Reaction Database (ORD), a public repository of structured organic reaction records. The task is: describe an organic reaction: reactants, conditions, products, and yield Starting materials: [O-]C#N.[K+] (Potassium cyanate), OC(C(CC)=O)C1=CC=NC=C1 (1-Hydroxy-1-(4-pyridyl)butan-2-one), C([O-])(O)=O.[Na+] (sodium bicarbonate). Run in Cl (hydrochloric acid), Cl (HCl). Product: C(C)C=1NC(OC1C1=CC=NC=C1)=O (4-Ethyl-5-Pyridin-4-yl-2(3H)-Oxazolone). The yield is 47.3%. Reaction SMILES: [OH:1][CH:2]([C:7]1[CH:12]=[CH:11][N:10]=[CH:9][CH:8]=1)[C:3](=O)[CH2:4][CH3:5].[O-:13][C:14]#[N:15].[K+].C(=O)(O)[O-].[Na+]>Cl>[CH2:4]([C:3]1[NH:15][C:14](=[O:13])[O:1][C:2]=1[C:7]1[CH:12]=[CH:11][N:10]=[CH:9][CH:8]=1)[CH3:5] |f:1.2,3.4|. Procedure: 1-Hydroxy-1-(4-pyridyl)butan-2-one (26.4 g, 0.16 mol) was dissolved in 350 ml of 2N HCl. Potassium cyanate (38.9 g, 0.48 mol) was added portionwise to this solution over a period of one hour with stirring. After the addition was complete, concentrated hydrochloric acid was added until the pH of the solution was one. After an additional hour the reaction mixture was made basic by addition of sodium bicarbonate solution and the resulting mixture was stirred overnight. The resulting solid precipita... Starting materials: FC(F)(Br)Br, CCC#CCO[Si](C)(C)C(C)(C)C, [Li]CCCC, C1CCOC1. Yields the product CC(C)(C)[Si](C)(C)OCC#CCC(F)(F)Br. RXN SMILES: [Br:19][C:20]([F:21])([F:22])[Br:23].[C:1]([CH3:2])([CH3:3])([CH3:4])[Si:5]([O:6][CH2:7][C:8]#[C:9][CH2:10][CH3:11])([CH3:12])[CH3:13].[CH2:14]([Li:15])[CH2:16][CH2:17][CH3:18].[CH2:24]1[O:25][CH2:26][CH2:27][CH2:28]1>>[C:1]([CH3:2])([CH3:3])([CH3:4])[Si:5]([O:6][CH2:7][C:8]#[C:9][CH2:10][C:20]([Br:19])([F:21])[F:22])([CH3:12])[CH3:13]. The reactants are C(C1=CC=CC=C1)N(C[C@H](COC)O)CC1=NC=C(N=C1Cl)N(C(C)C)C ((2R)-1-[benzyl({3-chloro-5-[methyl(1-methylethyl)amino]pyrazin-2-yl}methyl)amino]-3-methoxypropan-2-ol), CC(C)([O-])C.[K+] (potassium tert-butoxide), O (Water). Run in CN(C)C=O (DMF). Run at time 2.5 hour. Product: C(C1=CC=CC=C1)N1C[C@@H](OC2=C(C1)N=CC(=N2)N(C(C)C)C)COC ((6R)-8-benzyl-6-(methoxymethyl)-N-methyl-N-(1-methylethyl)-6,7,8,9-tetrahydropyrazino[2,3-f][1,4]oxazepin-3-amine). Yield: 82.0%. As a reaction SMILES: [CH2:1]([N:8]([CH2:15][C:16]1[C:21](Cl)=[N:20][C:19]([N:23]([CH3:27])[CH:24]([CH3:26])[CH3:25])=[CH:18][N:17]=1)[CH2:9][C@@H:10]([OH:14])[CH2:11][O:12][CH3:13])[C:2]1[CH:7]=[CH:6][CH:5]=[CH:4][CH:3]=1.CC(C)([O-])C.[K+].O>CN(C=O)C>[CH2:1]([N:8]1[CH2:15][C:16]2[N:17]=[CH:18][C:19]([N:23]([CH3:27])[CH:24]([CH3:26])[CH3:25])=[N:20][C:21]=2[O:14][C@@H:10]([CH2:11][O:12][CH3:13])[CH2:9]1)[C:2]1[CH:7]=[CH:6][CH:5]=[CH:4][CH:3]=1 |f:1.2|. Procedure: To a solution of (2R)-1-[benzyl({3-chloro-5-[methyl(1-methylethyl)amino]pyrazin-2-yl}methyl)amino]-3-methoxypropan-2-ol (363 mg) in DMF (5 mL) was added potassium tert-butoxide (124 mg) at 0° C., and the mixture was stirred at room temperature for 2.5 hr. Water was added to the reaction mixture, and the mixture was extracted with ethyl acetate. The extract was washed with water and saturated brine and dried over magnesium sulfate, and the solvent was evaporated under reduced pressure. The residu... Starting materials: Cl.N[C@H]1CC[C@H](CC1)NC(=O)C1=C(NC2=C1N=CN=C2C2=C(C=C(C=C2)F)OCC2CC2)C (N-(cis-4-aminocyclohexyl)-4-[2-(cyclopropylmethoxy)-4-fluorophenyl]-6-methyl-5H-pyrrolo[3,2-d]pyrimidine-7-carboxamide hydrochloride), C(C)(=O)O[C@H](C(=O)Cl)C ((2S)-1-chloro-1-oxopropan-2-yl acetate). The product is C1(CC1)COC1=C(C=CC(=C1)F)C=1C2=C(N=CN1)C(=C(N2)C)C(=O)N[C@@H]2CC[C@@H](CC2)NC([C@H](C)O)=O (4-[2-(Cyclopropylmethoxy)-4-fluorophenyl]-N-(cis-4-{[(2S)-2-hydroxypropanoyl]amino}cyclohexyl)-6-methyl-5H-pyrrolo[3,2-d]pyrimidine-7-carboxamide). Reaction SMILES: Cl.[NH2:2][C@@H:3]1[CH2:8][CH2:7][C@H:6]([NH:9][C:10]([C:12]2[C:16]3[N:17]=[CH:18][N:19]=[C:20]([C:21]4[CH:26]=[CH:25][C:24]([F:27])=[CH:23][C:22]=4[O:28][CH2:29][CH:30]4[CH2:32][CH2:31]4)[C:15]=3[NH:14][C:13]=2[CH3:33])=[O:11])[CH2:5][CH2:4]1.C([O:37][C@@H:38]([CH3:42])[C:39](Cl)=[O:40])(=O)C>>[CH:30]1([CH2:29][O:28][C:22]2[CH:23]=[C:24]([F:27])[CH:25]=[CH:26][C:21]=2[C:20]2[C:15]3[NH:14][C:13]([CH3:33])=[C:12]([C:10]([NH:9][C@H:6]4[CH2:7][CH2:8][C@@H:3]([NH:2][C:39](=[O:40])[C@@H:38]([OH:37])[CH3:42])[CH2:4][CH2:5]4)=[O:11])[C:16]=3[N:17]=[CH:18][N:19]=2)[CH2:31][CH2:32]1 |f:0.1|. Reported procedure: Starting from N-(cis-4-aminocyclohexyl)-4-[2-(cyclopropylmethoxy)-4-fluorophenyl]-6-methyl-5H-pyrrolo[3,2-d]pyrimidine-7-carboxamide hydrochloride (example D.f8) and commercially available (2S)-1-chloro-1-oxopropan-2-yl acetate the title compound is obtained as colorless solid. Starting materials: COc1cc(C(=O)N2CCC(CCCS(=O)(=O)[O-])(c3ccc(Cl)c(Cl)c3)C2)cc(OC)c1OC, NC(=O)C1(c2ccccn2)CCNCC1. Product: COc1cc(C(=O)N2CCC(CCN3CCC(C(N)=O)(c4ccccn4)CC3)(c3ccc(Cl)c(Cl)c3)C2)cc(OC)c1OC. As a reaction SMILES: [Cl:1][c:2]1[cH:3][c:4]([C:9]2([CH2:28][CH2:29][CH2:30][S:31]([O-:32])(=[O:33])=[O:34])[CH2:10][N:11]([C:14]([c:15]3[cH:16][c:17]([O:25][CH3:26])[c:18]([O:23][CH3:24])[c:19]([O:21][CH3:22])[cH:20]3)=[O:27])[CH2:12][CH2:13]2)[cH:5][cH:6][c:7]1[Cl:8].[n:35]1[c:36]([C:41]2([C:47](=[O:48])[NH2:49])[CH2:42][CH2:43][NH:44][CH2:45][CH2:46]2)[cH:37][cH:38][cH:39][cH:40]1>>[Cl:1][c:2]1[cH:3][c:4]([C:9]2([CH2:28][CH2:29][N:44]3[CH2:43][CH2:42][C:41]([c:36]4[n:35][cH:40][cH:39][cH:38][cH:37]4)([C:47](=[O:48])[NH2:49])[CH2:46][CH2:45]3)[CH2:10][N:11]([C:14]([c:15]3[cH:16][c:17]([O:25][CH3:26])[c:18]([O:23][CH3:24])[c:19]([O:21][CH3:22])[cH:20]3)=[O:27])[CH2:12][CH2:13]2)[cH:5][cH:6][c:7]1[Cl:8].